From a dataset of the Open Reaction Database (ORD), a public repository of structured organic reaction records. describe an organic reaction: reactants, conditions, products, and yield Reactants: C1(=CC=CC=C1)P(=O)(C1=CC=CC=C1)OC=1[C@@H]([C@@H]2N(C1C(=O)OCC1=CC=C(C=C1)[N+](=O)[O-])C([C@@H]2[C@@H](C)O)=O)C (p-nitrobenzyl(1R,5S,6S)-2-(diphenylphosphoryloxy)-6-[(R)-1-hydroxyethyl]-1-methylcarbapen-2-em-3-carboxylate), [Si](C)(C)(C(C)(C)C)Cl (t-butyldimethylsilyl chloride), N1C=NC=C1 (imidazole), ice, CO (methanol). Run in CN(C=O)C (dimethylformamide). Reaction conditions: time 30 minute. The product is [Si](C)(C)(C(C)(C)C)O[C@H](C)[C@@H]1[C@H]2N(C(=C([C@@H]2C)OP(=O)(C2=CC=CC=C2)C2=CC=CC=C2)C(=O)OCC2=CC=C(C=C2)[N+](=O)[O-])C1=O (p-nitrobenzyl (1R,5S,6S)-6-[(R)-1-t-butyldimethylsilyloxyethyl]-2-(diphenylphosphoryloxy)-1-methylcarbapen-2-em-3-carboxylate). The yield is 92.6%. Reaction SMILES: [C:1]1([P:7]([O:15][C:16]2[C@H:17]([CH3:40])[C@H:18]3[C@@H:35]([C@H:36]([OH:38])[CH3:37])[C:34](=[O:39])[N:19]3[C:20]=2[C:21]([O:23][CH2:24][C:25]2[CH:30]=[CH:29][C:28]([N+:31]([O-:33])=[O:32])=[CH:27][CH:26]=2)=[O:22])([C:9]2[CH:14]=[CH:13][CH:12]=[CH:11][CH:10]=2)=[O:8])[CH:6]=[CH:5][CH:4]=[CH:3][CH:2]=1.[Si:41](Cl)([C:44]([CH3:47])([CH3:46])[CH3:45])([CH3:43])[CH3:42].N1C=CN=C1.CO>CN(C)C=O>[Si:41]([O:38][C@@H:36]([C@H:35]1[C:34](=[O:39])[N:19]2[C:20]([C:21]([O:23][CH2:24][C:25]3[CH:26]=[CH:27][C:28]([N+:31]([O-:33])=[O:32])=[CH:29][CH:30]=3)=[O:22])=[C:16]([O:15][P:7]([C:9]3[CH:10]=[CH:11][CH:12]=[CH:13][CH:14]=3)([C:1]3[CH:6]=[CH:5][CH:4]=[CH:3][CH:2]=3)=[O:8])[C@H:17]([CH3:40])[C@@H:18]12)[CH3:37])([C:44]([CH3:47])([CH3:46])[CH3:45])([CH3:43])[CH3:42]. Procedure details: To a solution of p-nitrobenzyl(1R,5S,6S)-2-(diphenylphosphoryloxy)-6-[(R)-1-hydroxyethyl]-1-methylcarbapen-2-em-3-carboxylate (5.00 g, 8.41 mmol) in dimethylformamide (250 ml) were added t-butyldimethylsilyl chloride (2.54 g, 16.8 mmol) and imidazole (1.14 g, 16.8 mmol) in an ice bath, and the reaction mixture was stirred in the ice bath for 7 hours. After checking the completion of the reaction, methanol was added thereto and the resulting mixture was stirred for 30 minutes. The reaction mixtur... Yield: 75.8%. Reactants: CN1C(=NN=C1C)S (4-methyl-5-methyl-4H-[1,2,4]triazole-3-thiol), C(C)(C)(C)C1=NC(=CC(=N1)N1CCN(CC1)CCCCl)C(F)(F)F (2-tert-butyl-4-[4-(3-chloro-propyl)-piperazin-1-yl]-6-trifluoromethyl-pyrimidine). Yields the product Cl.C(C)(C)(C)C1=NC(=CC(=N1)N1CCN(CC1)CCCSC1=NN=C(N1C)C)C(F)(F)F (2-tert-Butyl-4-{4-[3-(4-methyl-5-methyl-4H-[1,2,4]triazol-3-ylsulfanyl)-propyl]-piperazin-1-yl}-6-trifluoromethyl-pyrimidine hydrochloride). RXN SMILES: [CH3:1][N:2]1[C:6]([CH3:7])=[N:5][N:4]=[C:3]1[SH:8].[C:9]([C:13]1[N:18]=[C:17]([N:19]2[CH2:24][CH2:23][N:22]([CH2:25][CH2:26][CH2:27][Cl:28])[CH2:21][CH2:20]2)[CH:16]=[C:15]([C:29]([F:32])([F:31])[F:30])[N:14]=1)([CH3:12])([CH3:11])[CH3:10]>>[ClH:28].[C:9]([C:13]1[N:18]=[C:17]([N:19]2[CH2:24][CH2:23][N:22]([CH2:25][CH2:26][CH2:27][S:8][C:3]3[N:2]([CH3:1])[C:6]([CH3:7])=[N:5][N:4]=3)[CH2:21][CH2:20]2)[CH:16]=[C:15]([C:29]([F:30])([F:31])[F:32])[N:14]=1)([CH3:10])([CH3:11])[CH3:12] |f:2.3|. Procedure details: 3 g of 4-methyl-5-methyl-4H-[1,2,4]triazole-3-thiol (23.22 mmol) were reacted with 8.47 g of 2-tert-butyl-4-[4-(3-chloro-propyl)-piperazin-1-yl]-6-trifluoromethyl-pyrimidine (23.22 mmol) to yield 8.7 g of the title compound. Starting materials: C(C1=CC=2OCOC2C=C1)O (piperonyl alcohol), Cl (hydrochloric acid). Run in C1(=CC=CC=C1)C (toluene). Conditions: temperature 90 celsius, time 2 hour. Yields the product C(C1=CC=2OCOC2C=C1)Cl (piperonyl chloride). As a reaction SMILES: [CH2:1](O)[C:2]1[CH:10]=[CH:9][C:8]2[O:7][CH2:6][O:5][C:4]=2[CH:3]=1.[ClH:12]>C1(C)C=CC=CC=1>[CH2:1]([Cl:12])[C:2]1[CH:10]=[CH:9][C:8]2[O:7][CH2:6][O:5][C:4]=2[CH:3]=1. Procedure: In a 500-ml flask were placed 30 g (0.2 mol) of piperonyl alcohol, 102.8 g (1.0 mol) of a 35% aqueous hydrochloric acid solution and 150 ml of toluene. They were stirred in a nitrogen stream at 90° C. for about 2 hours. The stirring was stopped and phase separation was made to remove the aqueous phase. The toluene phase was washed with water and an aqueous NaHCO3 solution in this order, and then with water several times. The toluene phase was concentrated under reduced pressure to obtain 32.28 g... The reactants are Cl.NO (hydroxylamine hydrochloride), [N+](=O)([O-])C1=CC=C(C(=O)C2=CC=C(C=C2)[N+](=O)[O-])C=C1 (4,4'-dinitrobenzophenone). The solvent is C(C)O (ethanol). Yields the product [N+](=O)([O-])C1=CC=C(C(C2=CC=C(C=C2)[N+](=O)[O-])=NO)C=C1 (4.4'-Dinitrobenzophenone Oxime). Isolated yield 69.6%. As a reaction SMILES: Cl.[NH2:2][OH:3].[N+:4]([C:7]1[CH:23]=[CH:22][C:10]([C:11]([C:13]2[CH:18]=[CH:17][C:16]([N+:19]([O-:21])=[O:20])=[CH:15][CH:14]=2)=O)=[CH:9][CH:8]=1)([O-:6])=[O:5]>C(O)C>[N+:4]([C:7]1[CH:23]=[CH:22][C:10]([C:11](=[N:2][OH:3])[C:13]2[CH:18]=[CH:17][C:16]([N+:19]([O-:21])=[O:20])=[CH:15][CH:14]=2)=[CH:9][CH:8]=1)([O-:6])=[O:5] |f:0.1|. Procedure details: A solution of hydroxylamine hydrochloride (10.2 g, 147 mmol) was added to a suspension of 4,4'-dinitrobenzophenone (19 g, 70 mmol) in 100 ml of ethanol. The reaction mixture was heated to reflux for 2 hours, cooled to room temperature, and the solid collected by filtration. Recrystallization from ethanol provided the title compound (14.0 g, 70%) as pale yellow crystals. mp 194° C.; Reactants: N1C(=CC2=CC=C3C(=C12)C=CC=C3)C(=O)O (benz[g]indole-2-carboxylic acid), CC(C)NC=1C(=NC=CC1)N1CCNCC1 (1-[3-(1-methylethylamino)-2-pyridinyl]piperazine). The product is CC(C)NC1=C(N=CC=C1)N2CCN(CC2)C(=O)C3=CC4=C(N3)C5=CC=CC=C5C=C4 (1-[Benz[g]indolyl-2-carbonyl]-4-[3-(1-methylethylamino)-2-pyridinyl]piperazine). As a reaction SMILES: [NH:1]1[C:9]2[C:4](=[CH:5][CH:6]=[C:7]3[CH:13]=[CH:12][CH:11]=[CH:10][C:8]3=2)[CH:3]=[C:2]1[C:14]([OH:16])=O.[CH3:17][CH:18]([NH:20][C:21]1[C:22]([N:27]2[CH2:32][CH2:31][NH:30][CH2:29][CH2:28]2)=[N:23][CH:24]=[CH:25][CH:26]=1)[CH3:19]>>[CH3:19][CH:18]([NH:20][C:21]1[CH:26]=[CH:25][CH:24]=[N:23][C:22]=1[N:27]1[CH2:28][CH2:29][N:30]([C:14]([C:2]2[NH:1][C:9]3[C:8]4[C:7]([CH:6]=[CH:5][C:4]=3[CH:3]=2)=[CH:13][CH:12]=[CH:11][CH:10]=4)=[O:16])[CH2:31][CH2:32]1)[CH3:17]. Procedure details: Following the general procedure of EXAMPLE 16A and making non-critical variations but starting with benz[g]indole-2-carboxylic acid (PREPARATION 112, 0.3 g) and 1-[3-(1-methylethylamino)-2-pyridinyl]piperazine (PREPARATION 9, 0.34 g), the title compound is obtained, m.p. 190°. The reactants are C[O-].[Na+] (sodium methoxide), N\C(=C/C(=O)OCC)\C(F)(F)F (ethyl 3-amino-4,4,4-trifluorocrotonate), CN=C=O (methyl isocyanate), C[O-].[Na+] (sodium methoxide), CN=C=O (methyl isocyanate), O (water). Solvent: CS(=O)C (DMSO), CS(=O)C (DMSO). Reaction conditions: time 15 minute. The product is CN1C(NC(=CC1=O)C(F)(F)F)=O (3-methyl-6-(trifluoromethyl)uracil). Isolated yield 63.6%. Reaction SMILES: C[O-].[Na+].[NH2:4]/[C:5](/[C:12]([F:15])([F:14])[F:13])=[CH:6]\[C:7](OCC)=[O:8].[CH3:16][N:17]=[C:18]=[O:19].O>CS(C)=O>[CH3:16][N:17]1[C:7](=[O:8])[CH:6]=[C:5]([C:12]([F:13])([F:14])[F:15])[NH:4][C:18]1=[O:19] |f:0.1|. Procedure details: To a pre-mixed solution of sodium methoxide (55 mmol, 2.97 g) and ethyl 3-amino-4,4,4-trifluorocrotonate (55 mmol, 10.0 g) in DMSO (19 mL, dried over molecular sieves) was added methyl isocyanate (55 mmol, 3.2 g) in DMSO (2.5 mL) over 15 min at 20° C. The solution was stirred for 15 min and then another portion of sodium methoxide (27.5 mmol, 1.34 g) was added. After stirring for 15 min at 20° C., methyl isocyanate (14 mmol, 0.8 g) was added at this temperature. After a further 15 min, the react...